This data is from the Open Reaction Database (ORD), a public repository of structured organic reaction records. The task is: describe an organic reaction: reactants, conditions, products, and yield Starting materials: O(C1=CC=CC=C1)CC(=O)N[C@H]1[C@@H]2N(C(=C(CS2)OP(=O)(C2=CC=CC=C2)C2=CC=CC=C2)C(=O)OC(C2=CC=CC=C2)C2=CC=CC=C2)C1=O (benzhydryl 7β-phenoxyacetamido-3-diphenylphosphoryloxy-3-cephem-4-carboxylate), [SH-].[Na+] (sodium hydrosulfide), O (water). Solvent: CN(C=O)C (N,N-dimethylformamide), CN(C=O)C (N,N-dimethylformamide), C(C)(C)N(CC)C(C)C (diisopropylethylamine). Conditions: time 45 minute. Yields the product O(C1=CC=CC=C1)CC(=O)N[C@H]1[C@@H]2N(C(=C(CS2)S)C(=O)OC(C2=CC=CC=C2)C2=CC=CC=C2)C1=O (benzhydryl 7β -phenoxyacetamido-3-mercapto-3-cephem-4-carboxylate). The yield is 170.7%. Reaction SMILES: [O:1]([CH2:8][C:9]([NH:11][C@@H:12]1[C:50](=[O:51])[N:14]2[C:15]([C:34]([O:36][CH:37]([C:44]3[CH:49]=[CH:48][CH:47]=[CH:46][CH:45]=3)[C:38]3C=CC=[CH:40][CH:39]=3)=[O:35])=[C:16](OP(C3C=CC=CC=3)(C3C=CC=CC=3)=O)[CH2:17][S:18][C@H:13]12)=[O:10])C1C=CC=CC=1.[SH-:52].[Na+].O>CN(C)C=O.C(N(C(C)C)CC)(C)C>[O:1]([CH2:8][C:9]([NH:11][C@@H:12]1[C:50](=[O:51])[N:14]2[C:15]([C:34]([O:36][CH:37]([C:44]3[CH:45]=[CH:46][CH:47]=[CH:48][CH:49]=3)[C:38]3[CH:39]=[CH:40][CH:50]=[CH:12][CH:13]=3)=[O:35])=[C:16]([SH:52])[CH2:17][S:18][C@H:13]12)=[O:10])[C:44]1[CH:49]=[CH:48][CH:47]=[CH:46][CH:45]=1 |f:1.2|. Procedure: To a solution of 16.4 g (21.9 mM) of benzhydryl 7β-phenoxyacetamido-3-diphenylphosphoryloxy-3-cephem-4-carboxylate in 128 ml of N,N-dimethylformamide were added at -10° C. a solution of 1.93 g (24.1 mM) of 70% sodium hydrosulfide in 86 ml of N,N-dimethylformamide and 4.25 g (32.9 mM) of diisopropylethylamine, and the mixture was stirred for 45 minutes. After the reaction, 200 ml of water was added and the mixture was extracted with 200 ml of diethyl ether. The aqueous layer was adjusted to pH 2 ... Reactants: resultant mixture, ClCC(=C)[C@@H]1[C@H](C(N1C(CC1=CC=C(C=C1)OC)CC1=CC=C(C=C1)OC)=O)[C@@H](C)OC(=O)OCC1=CC=CC=C1 ((3S,4S)-4-(1-chloromethyl-ethenyl)-3-(1-(R)-benzyloxycarbonyloxyethyl)-1-di(p-anisyl)methyl-2-azetidinone), C1(=CC=C(C=C1)S(=O)(=O)O)C (p-toluenesulfonic acid), O (water), cuprous oxide, P(O)(O)(O)=O (phosphoric acid). Run in CS(=O)C (dimethylsulfoxide), C(C)(=O)OCC (ethyl acetate). Run at time 2 hour. The product is OCC(=C)[C@@H]1[C@H](C(N1C(CC1=CC=C(C=C1)OC)CC1=CC=C(C=C1)OC)=O)[C@@H](C)OC(=O)OCC1=CC=CC=C1 ((3S,4S)-4-(1-hydroxymethylethenyl)-3-(1-(R)-benzyloxycarbonyloxyethyl)-1-di(p-anisyl)methyl-2-azetidinone). Reaction SMILES: Cl[CH2:2][C:3]([C@H:5]1[N:8]([CH:9]([CH2:19][C:20]2[CH:25]=[CH:24][C:23]([O:26][CH3:27])=[CH:22][CH:21]=2)[CH2:10][C:11]2[CH:16]=[CH:15][C:14]([O:17][CH3:18])=[CH:13][CH:12]=2)[C:7](=[O:28])[C@@H:6]1[C@H:29]([O:31][C:32]([O:34][CH2:35][C:36]1[CH:41]=[CH:40][CH:39]=[CH:38][CH:37]=1)=[O:33])[CH3:30])=[CH2:4].O.C1(C)C=CC(S(O)(=O)=[O:50])=CC=1.P(=O)(O)(O)O>CS(C)=O.C(OCC)(=O)C>[OH:50][CH2:2][C:3]([C@H:5]1[N:8]([CH:9]([CH2:19][C:20]2[CH:25]=[CH:24][C:23]([O:26][CH3:27])=[CH:22][CH:21]=2)[CH2:10][C:11]2[CH:16]=[CH:15][C:14]([O:17][CH3:18])=[CH:13][CH:12]=2)[C:7](=[O:28])[C@@H:6]1[C@H:29]([O:31][C:32]([O:34][CH2:35][C:36]1[CH:41]=[CH:40][CH:39]=[CH:38][CH:37]=1)=[O:33])[CH3:30])=[CH2:4]. Procedure details: To a solution of (3S,4S)-4-(1-chloromethyl-ethenyl)-3-(1-(R)-benzyloxycarbonyloxyethyl)-1-di(p-anisyl)methyl-2-azetidinone (20 g) in dimethylsulfoxide (160 ml), there were successively added water (40 ml), cuprous oxide (6.76 g) and p-toluenesulfonic acid (7.6 g), and the resultant mixture was warmed to 50° to 55° C. and stirred for 2 hours at the same temperature. After cooling down to room temperature, 1% aqueous phosphoric acid (90 ml) and ethyl acetate (200 ml) were poured into the reaction ... Starting materials: B, CSc1ccc(C2CN3CCCC3c3ccc(Br)cc32)cc1, C1CCOC1, C1CCOC1. Product: CSc1ccc(C2C(=O)N3CCCC3c3ccc(Br)cc32)cc1. As a reaction SMILES: [BH3:23].[Br:1][c:2]1[cH:3][c:4]2[c:9]([cH:10][cH:11]1)[CH:8]1[N:7]([CH2:6][CH:5]2[c:15]2[cH:16][cH:17][c:18]([S:21][CH3:22])[cH:19][cH:20]2)[CH2:14][CH2:13][CH2:12]1.[CH2:24]1[CH2:27][CH2:26][CH2:25][O:28]1.[CH2:29]1[O:30][CH2:31][CH2:32][CH2:33]1>>[Br:1][c:2]1[cH:3][c:4]2[c:9]([cH:10][cH:11]1)[CH:8]1[N:7]([C:6](=[O:28])[CH:5]2[c:15]2[cH:16][cH:17][c:18]([S:21][CH3:22])[cH:19][cH:20]2)[CH2:14][CH2:13][CH2:12]1. Reactants: [H-].[Na+] (sodium hydride), three-mouth, C[C@H](CCCCCC=1C=NC(=NC1)C1=CC=C(C=C1)O)CC ((s)-4-[5-(6-methyl octyl)-2-pyrimidinyl]phenol), BrCCCCCCCC (1-bromoctane), ice water. Solvent: CN(C=O)C (N,N-dimethylformamide), CN(C=O)C (N,N-dimethylformamide). The product is C(CCCCCCC)OC1=CC=C(C=C1)C1=NC=C(C=N1)CCCCC[C@H](CC)C ((s)-2-[4-n-octyloxyphenyl]-5-[6-methyloctyl]pyrimidine). As a reaction SMILES: [H-].[Na+].[CH3:3][C@@H:4]([CH2:23][CH3:24])[CH2:5][CH2:6][CH2:7][CH2:8][CH2:9][C:10]1[CH:11]=[N:12][C:13]([C:16]2[CH:21]=[CH:20][C:19]([OH:22])=[CH:18][CH:17]=2)=[N:14][CH:15]=1.Br[CH2:26][CH2:27][CH2:28][CH2:29][CH2:30][CH2:31][CH2:32][CH3:33]>CN(C)C=O>[CH2:26]([O:22][C:19]1[CH:20]=[CH:21][C:16]([C:13]2[N:12]=[CH:11][C:10]([CH2:9][CH2:8][CH2:7][CH2:6][CH2:5][C@@H:4]([CH3:3])[CH2:23][CH3:24])=[CH:15][N:14]=2)=[CH:17][CH:18]=1)[CH2:27][CH2:28][CH2:29][CH2:30][CH2:31][CH2:32][CH3:33] |f:0.1|. Procedure: Pour 0.33 g of sodium hydride (about 50% oil suspension), 3 ml of dry N,N-dimethylformamide into a 30 ml three-mouth flask equipped with a cooling tube, thermometer, dripping funnel, and calcium chloride tube. Next, slowly drip 1.71 g of optically active (s)-4-[5-(6-methyl octyl)-2-pyrimidinyl]phenol which is dissolved in 6 ml of dry N,N-dimethylformamide, into the flask at room temperature. Furthermore, after reacting it for 30 minutes, add 1.10 g of 1-bromoctane, allow to react for 7 hours at ... Starting materials: C1CCOC1, C[N+](C)(C)Cc1ccccc1, COc1ccc(C(C)=O)cc1OC1CCCC1, O=I(=O)Cl, O=I(=O)Cl. Product: COc1ccc(C(=O)CCl)cc1OC1CCCC1. As a reaction SMILES: [CH2:37]1[O:38][CH2:39][CH2:40][CH2:41]1.[CH2:9]([N+:10]([CH3:11])([CH3:12])[CH3:13])[c:14]1[cH:15][cH:16][cH:17][cH:18][cH:19]1.[CH:20]1([O:25][c:26]2[cH:27][c:28]([C:34]([CH3:35])=[O:36])[cH:29][cH:30][c:31]2[O:32][CH3:33])[CH2:21][CH2:22][CH2:23][CH2:24]1.[I:1]([Cl:2])(=[O:3])=[O:4].[I:5](=[O:6])(=[O:7])[Cl:8]>>[Cl:8][CH2:35][C:34]([c:28]1[cH:27][c:26]([O:25][CH:20]2[CH2:21][CH2:22][CH2:23][CH2:24]2)[c:31]([O:32][CH3:33])[cH:30][cH:29]1)=[O:36]. Reactants: CC[C@@]1(C2=C(COC1=O)C(=O)N3CC=4C=C5C(C=CC(=C5CN(C)C)O)=NC4C3=C2)O (topotecan), Cl (HCl). The solvent is CO (Methanol). Reaction conditions: temperature 27.5 celsius, time 1 hour. Yields the product CC[C@@]1(C2=C(COC1=O)C(=O)N3CC=4C=C5C(C=CC(=C5CN(C)C)O)=NC4C3=C2)O.Cl (topotecan hydrochloride). RXN SMILES: [CH3:1][CH2:2][C@@:3]1([OH:31])[C:8](=[O:9])[O:7][CH2:6][C:5]2[C:10]([N:12]3[C:29](=[CH:30][C:4]1=2)[C:28]1[N:27]=[C:17]2[CH:18]=[CH:19][C:20]([OH:26])=[C:21]([CH2:22][N:23]([CH3:25])[CH3:24])[C:16]2=[CH:15][C:14]=1[CH2:13]3)=[O:11].[ClH:32]>CO>[CH3:1][CH2:2][C@@:3]1([OH:31])[C:8](=[O:9])[O:7][CH2:6][C:5]2[C:10]([N:12]3[C:29](=[CH:30][C:4]1=2)[C:28]1[N:27]=[C:17]2[CH:18]=[CH:19][C:20]([OH:26])=[C:21]([CH2:22][N:23]([CH3:24])[CH3:25])[C:16]2=[CH:15][C:14]=1[CH2:13]3)=[O:11].[ClH:32] |f:3.4|. Procedure: 10 grams of topotecan base was suspended in 100 ml Methanol, and 2.4 ml HCl was added at 25-30° C. and stirred for 1 hour at 25-30° C., the suspension was further chilled to 10-15° C. and stirred for 1 hour at 10-15° C. and filtered, washed with 5 ml of methanol. The product was dried in vacuum at 25-30° C. for 5 hours, followed by drying at 30-35° C. for 36 hours to get 8.0 g of topotecan hydrochloride form A. Starting materials: C1CNCCN1, CC#N, FC(F)(F)c1cccc(Cl)n1. Yields the product FC(F)(F)c1cccc(N2CCNCC2)n1. As a reaction SMILES: [CH2:12]1[CH2:13][NH:14][CH2:15][CH2:16][NH:17]1.[CH3:18][C:19]#[N:20].[Cl:1][c:2]1[n:3][c:4]([C:8]([F:9])([F:10])[F:11])[cH:5][cH:6][cH:7]1>>[c:2]1([N:14]2[CH2:13][CH2:12][NH:17][CH2:16][CH2:15]2)[n:3][c:4]([C:8]([F:9])([F:10])[F:11])[cH:5][cH:6][cH:7]1. The product is COC(=O)c1sc(-n2cnc3cnc(CO[Si](C)(C)C(C)(C)C)cc32)cc1OCc1ccccc1C(F)(F)F. Reaction SMILES: [Br:63][CH2:64][c:65]1[c:66]([C:71]([F:72])([F:73])[F:74])[cH:67][cH:68][cH:69][cH:70]1.[C:1]([Si:2]([CH3:3])([CH3:4])[O:5][CH2:6][c:7]1[n:8][cH:9][c:10]2[n:11](-[c:12]3[s:13][c:14]([C:15]([O:16][CH3:17])=[O:18])[c:19]([OH:20])[cH:21]3)[cH:22][n:23][c:24]2[cH:25]1)([CH3:26])([CH3:27])[CH3:28].[C:29]([CH3:30])([CH3:31])([CH3:32])[Si:33]([O:34][CH2:35][c:36]1[cH:37][c:38]2[c:39]([cH:40][n:41]1)[n:42][cH:43][n:44]2-[c:45]1[cH:46][c:47]([OH:54])[c:48]([C:50](=[O:51])[O:52][CH3:53])[s:49]1)([CH3:55])[CH3:56].[CH3:75][N:76]([CH3:77])[CH:78]=[O:79].[K+:57].[K+:58].[O-:59][C:60]([O-:61])=[O:62]>>[C:29]([CH3:30])([CH3:31])([CH3:32])[Si:33]([O:34][CH2:35][c:36]1[cH:37][c:38]2[c:39]([cH:40][n:41]1)[n:42][cH:43][n:44]2-[c:45]1[cH:46][c:47]([O:54][CH2:64][c:65]2[c:66]([C:71]([F:72])([F:73])[F:74])[cH:67][cH:68][cH:69][cH:70]2)[c:48]([C:50](=[O:51])[O:52][CH3:53])[s:49]1)([CH3:55])[CH3:56]. The reactants are FC(F)(F)c1ccccc1CBr, COC(=O)c1sc(-n2cnc3cc(CO[Si](C)(C)C(C)(C)C)ncc32)cc1O, COC(=O)c1sc(-n2cnc3cnc(CO[Si](C)(C)C(C)(C)C)cc32)cc1O, CN(C)C=O, [K+], [K+], O=C([O-])[O-].